From a dataset of the Open Reaction Database (ORD), a public repository of structured organic reaction records. describe an organic reaction: reactants, conditions, products, and yield Reactants: [N-]=[N+]=[N-].[Na+] (Sodium azide), C(C)(C)(C)OC(N[C@@H](C(C)(C)C)C(C1=CC=C(C=C1)F)=O)=O ([1(S)-(4-fluorobenzoyl)-2,2-dimethylpropyl]-carbamic acid tert-butyl ester). Run in CN(C)C=O (DMF). Reaction conditions: temperature 120 celsius. Yields the product C(C)(C)(C)OC(N[C@@H](C(C)(C)C)C(C1=CC=C(C=C1)N=[N+]=[N-])=O)=O ([1(S)-(4-Azidobenzoyl)-2,2-dimethylpropyl]-carbamic acid tert-butyl ester). Yield: 15.0%. As a reaction SMILES: [N-:1]=[N+:2]=[N-:3].[Na+].[C:5]([O:9][C:10](=[O:26])[NH:11][C@H:12]([C:17](=[O:25])[C:18]1[CH:23]=[CH:22][C:21](F)=[CH:20][CH:19]=1)[C:13]([CH3:16])([CH3:15])[CH3:14])([CH3:8])([CH3:7])[CH3:6]>CN(C=O)C>[C:5]([O:9][C:10](=[O:26])[NH:11][C@H:12]([C:17](=[O:25])[C:18]1[CH:19]=[CH:20][C:21]([N:1]=[N+:2]=[N-:3])=[CH:22][CH:23]=1)[C:13]([CH3:16])([CH3:15])[CH3:14])([CH3:6])([CH3:7])[CH3:8] |f:0.1|. Procedure: Sodium azide (37.9 g, 0.58 mol) was added to a solution of [1(S)-(4-fluorobenzoyl)-2,2-dimethylpropyl]-carbamic acid tert-butyl ester (6.0 g, 19.4 mmol) in DMF (400 mL), and the mixture heated at 120° C. for 24 hours. The solvent was removed in vacuo and the residual solid taken up in ethyl acetate (200 ml). The organic phase was washed with 1M Na2CO3 (1×400 ml) and brine (1×400 mL), dried over MgSO4, filtered and the solvent removed in vacuo to give a yellow solid. Purification by column chroma...